From a dataset of the Open Reaction Database (ORD), a public repository of structured organic reaction records. describe an organic reaction: reactants, conditions, products, and yield Reactants: ClC1=CC=C(C=C1)C1=CC(=C(S1)C)C=1C(CCC1OC)=O (2-[5-(4-Chloro-phenyl)-2-methyl-thiophen-3-yl]-3-methoxy-cyclopent-2-enone), C(C)(C)[N-]C(C)C.[Li+] (lithium diisopropylamide), O1CCC(CC1)C=O (tetrahydro-pyran-4-carbaldehyde). Run in O1CCCC1 (tetrahydrofuran), O1CCCC1 (tetrahydrofuran). Run at temperature 78 celsius, time 30 minute. Product: ClC1=CC=C(C=C1)C1=CC(=C(S1)C)C=1C(C(CC1OC)C(C1CCOCC1)O)=O (2-[5-(4-Chloro-phenyl)-2-methyl-thiophen-3-yl]-5-[hydroxy-(tetrahydro-pyran-4-yl)-methyl]-3-methoxy-cyclopent-2-enone). The yield is 84.3%. As a reaction SMILES: [Cl:1][C:2]1[CH:7]=[CH:6][C:5]([C:8]2[S:12][C:11]([CH3:13])=[C:10]([C:14]3[C:15](=[O:21])[CH2:16][CH2:17][C:18]=3[O:19][CH3:20])[CH:9]=2)=[CH:4][CH:3]=1.C([N-]C(C)C)(C)C.[Li+].[O:30]1[CH2:35][CH2:34][CH:33]([CH:36]=[O:37])[CH2:32][CH2:31]1>O1CCCC1>[Cl:1][C:2]1[CH:7]=[CH:6][C:5]([C:8]2[S:12][C:11]([CH3:13])=[C:10]([C:14]3[C:15](=[O:21])[CH:16]([CH:36]([OH:37])[CH:33]4[CH2:34][CH2:35][O:30][CH2:31][CH2:32]4)[CH2:17][C:18]=3[O:19][CH3:20])[CH:9]=2)=[CH:4][CH:3]=1 |f:1.2|. Procedure: To a solution of 2-[5-(4-Chloro-phenyl)-2-methyl-thiophen-3-yl]-3-methoxy-cyclopent-2-enone (255 mg, 0.8 mmol) in anhydrous tetrahydrofuran (6 ml) at −78° C. under an atmosphere of nitrogen was added lithium diisopropylamide (1.8M in THF/heptanes/ethylbenzene; 0.49 ml, 0.89 mmol) dropwise over a period of 5 minutes and the reaction allowed to stir at 78° C. for 30 minutes. A solution of tetrahydro-pyran-4-carbaldehyde (102 mg, 0.89 mmol) in anhydrous tetrahydrofuran (1 ml) was then added dropwis... Reactants: CCOC(=O)c1nnn(Cc2ccc(OC)cc2)c1C(=O)c1cc(OC)c(C)cc1[N+](=O)[O-], [Na+], C1CCOC1, [OH-]. The product is COc1ccc(Cn2nnc(C(=O)O)c2C(=O)c2cc(OC)c(C)cc2[N+](=O)[O-])cc1. As a reaction SMILES: [CH3:1][O:2][c:3]1[cH:4][cH:5][c:6]([CH2:7][n:8]2[n:9][n:10][c:11]([C:27](=[O:28])[O:29][CH2:30][CH3:31])[c:12]2[C:13]([c:14]2[c:15]([N+:23](=[O:24])[O-:25])[cH:16][c:17]([CH3:22])[c:18]([O:20][CH3:21])[cH:19]2)=[O:26])[cH:32][cH:33]1.[Na+:35].[O:36]1[CH2:37][CH2:38][CH2:39][CH2:40]1.[OH-:34]>>[CH3:1][O:2][c:3]1[cH:4][cH:5][c:6]([CH2:7][n:8]2[n:9][n:10][c:11]([C:27](=[O:28])[OH:29])[c:12]2[C:13]([c:14]2[c:15]([N+:23](=[O:24])[O-:25])[cH:16][c:17]([CH3:22])[c:18]([O:20][CH3:21])[cH:19]2)=[O:26])[cH:32][cH:33]1.